This data is from the Open Reaction Database (ORD), a public repository of structured organic reaction records. The task is: describe an organic reaction: reactants, conditions, products, and yield Yields the product C1(CC1)C(=O)N1C[C@@H](CC1)CC=1N(C(NN1)=O)C1=C(C=C(C=C1)C1=CC2=CC=C(C=C2C=C1)F)F (5-{[(3S)-1-(cyclopropylcarbonyl)-3-pyrrolidinyl]methyl}-4-[2-fluoro-4-(6-fluoro-2-naphthalenyl)phenyl]-2,4-dihydro-3H-1,2,4-triazol-3-one). As a reaction SMILES: Br[C:2]1[CH:7]=[CH:6][C:5]([N:8]2[C:12]([CH2:13][C@@H:14]3[CH2:18][CH2:17][N:16]([C:19]([CH:21]4[CH2:23][CH2:22]4)=[O:20])[CH2:15]3)=[N:11][NH:10][C:9]2=[O:24])=[C:4]([F:25])[CH:3]=1.B1(B2OC(C)(C)C(C)(C)O2)OC(C)(C)C(C)(C)O1.C([O-])(=O)C.[K+].Br[C:50]1[CH:59]=[CH:58][C:57]2[C:52](=[CH:53][CH:54]=[C:55]([F:60])[CH:56]=2)[CH:51]=1.C(=O)([O-])[O-].[K+].[K+]>C1C=CC(P(C2C=CC=CC=2)[C-]2C=CC=C2)=CC=1.C1C=CC(P(C2C=CC=CC=2)[C-]2C=CC=C2)=CC=1.Cl[Pd]Cl.[Fe+2].ClCCl.O1CCOCC1>[CH:21]1([C:19]([N:16]2[CH2:17][CH2:18][C@@H:14]([CH2:13][C:12]3[N:8]([C:5]4[CH:6]=[CH:7][C:2]([C:50]5[CH:59]=[CH:58][C:57]6[C:52](=[CH:53][CH:54]=[C:55]([F:60])[CH:56]=6)[CH:51]=5)=[CH:3][C:4]=4[F:25])[C:9](=[O:24])[NH:10][N:11]=3)[CH2:15]2)=[O:20])[CH2:23][CH2:22]1 |f:2.3,5.6.7,8.9.10.11.12|. The solvent is O1CCOCC1 (1,4-dioxane). Conditions: temperature 100 celsius, time 16 hour. Starting materials: C([O-])([O-])=O.[K+].[K+] (potassium carbonate), BrC1=CC(=C(C=C1)N1C(NN=C1C[C@H]1CN(CC1)C(=O)C1CC1)=O)F (4-(4-bromo-2-fluorophenyl)-5-{[(3S)-1-(cyclopropylcarbonyl)-3-pyrrolidinyl]methyl}-2,4-dihydro-3H-1,2,4-triazol-3-one), BrC1=CC2=CC=C(C=C2C=C1)F (2-bromo-6-fluoronaphthalene), B1(OC(C(O1)(C)C)(C)C)B2OC(C(O2)(C)C)(C)C (bis(pinacolato)diboron), C(C)(=O)[O-].[K+] (potassium acetate). Reagents/catalysts: C1=CC=C(C=C1)P([C-]2C=CC=C2)C3=CC=CC=C3.C1=CC=C(C=C1)P([C-]2C=CC=C2)C3=CC=CC=C3.Cl[Pd]Cl.[Fe+2].ClCCl (dichloro[1,1′-bis(diphenylphosphino)ferrocene]palladium(II) dichloromethane). Reported procedure: Into a 5 mL microwaveable vial was placed 4-(4-bromo-2-fluorophenyl)-5-{[(3S)-1-(cyclopropylcarbonyl)-3-pyrrolidinyl]methyl}-2,4-dihydro-3H-1,2,4-triazol-3-one (0.244 mmol), bis(pinacolato)diboron (0.244 mmol), potassium acetate (0.977 mmol), dichloro[1,1′-bis(diphenylphosphino)ferrocene]palladium(II)-dichloromethane adduct (0.024 mmol), and 1,4-dioxane (2 mL). The vial was capped and the contents were purged with nitrogen. The solution stirred at 100° C. for 16 h. LCMS analysis displayed boroni...